This data is from the Open Reaction Database (ORD), a public repository of structured organic reaction records. The task is: describe an organic reaction: reactants, conditions, products, and yield Reactants: C1CCOC1, CCC=CC(CC(=O)OCC)c1ccc(OCc2ccc(C(C)(C)C)c(-c3cc(OC)ccc3F)c2)cc1, CO, [Li+], [OH-]. The product is CCC=CC(CC(=O)O)c1ccc(OCc2ccc(C(C)(C)C)c(-c3cc(OC)ccc3F)c2)cc1. As a reaction SMILES: [CH2:41]1[O:42][CH2:43][CH2:44][CH2:45]1.[CH3:1][C:2]([CH3:3])([CH3:4])[c:5]1[cH:6][cH:7][c:8]([CH2:20][O:21][c:22]2[cH:23][cH:24][c:25]([CH:28]([CH2:29][C:30](=[O:31])[O:32][CH2:33][CH3:34])[CH:35]=[CH:36][CH2:37][CH3:38])[cH:26][cH:27]2)[cH:9][c:10]1-[c:11]1[c:12]([F:19])[cH:13][cH:14][c:15]([O:17][CH3:18])[cH:16]1.[CH3:46][OH:47].[Li+:40].[OH-:39]>>[CH3:1][C:2]([CH3:3])([CH3:4])[c:5]1[cH:6][cH:7][c:8]([CH2:20][O:21][c:22]2[cH:23][cH:24][c:25]([CH:28]([CH2:29][C:30](=[O:31])[OH:32])[CH:35]=[CH:36][CH2:37][CH3:38])[cH:26][cH:27]2)[cH:9][c:10]1-[c:11]1[c:12]([F:19])[cH:13][cH:14][c:15]([O:17][CH3:18])[cH:16]1. The reactants are ClC1=CC=C(C=C1)C(CC(O)[Sn](CCCC)(CCCC)CCCC)(C)C (3-(4-chlorophenyl)-3-methyl-1-tributylstannylbutanol), II (iodine), II (iodine), C1(=CC=CC=C1)P(C1=CC=CC=C1)C1=CC=CC=C1 (triphenylphosphine), N1C=NC=C1 (imidazole), N1C=NC=C1 (imidazole). Solvent: C(C)#N (acetonitrile), C(Cl)Cl (methylene chloride), C(Cl)Cl (methylene chloride). Reaction conditions: time 18 hour. The product is ClC1=CC=C(C=C1)C(CC([Sn](CCCC)(CCCC)CCCC)I)(C)C (3-(4-chlorophenyl)-3-methyl-1-iodo-1-tributylstannylbutane). Yield: 40.4%. Reaction SMILES: C1(P(C2C=CC=CC=2)C2C=CC=CC=2)C=CC=CC=1.N1C=CN=C1.[I:25]I.[Cl:27][C:28]1[CH:33]=[CH:32][C:31]([C:34]([CH3:52])([CH3:51])[CH2:35][CH:36]([Sn:38]([CH2:47][CH2:48][CH2:49][CH3:50])([CH2:43][CH2:44][CH2:45][CH3:46])[CH2:39][CH2:40][CH2:41][CH3:42])O)=[CH:30][CH:29]=1>C(Cl)Cl.C(#N)C>[Cl:27][C:28]1[CH:33]=[CH:32][C:31]([C:34]([CH3:52])([CH3:51])[CH2:35][CH:36]([I:25])[Sn:38]([CH2:47][CH2:48][CH2:49][CH3:50])([CH2:43][CH2:44][CH2:45][CH3:46])[CH2:39][CH2:40][CH2:41][CH3:42])=[CH:30][CH:29]=1. Procedure details: A solution of 14.0 grams (0.053 mole) of triphenylphosphine in about 54 mL of methylene chloride was stirred, and 3.6 grams (0.053 mole) of imidazole was added. Upon completion of addition, the reaction mixture was stirred about 45 minutes until the imidazole dissolved. The reaction mixture was then cooled in an ice bath, and 13.6 grams (0.053 mole) iodine was added portionwise. Upon completion of addition, the reaction mixture was allowed to warm to ambient temperature, where it stirred for abo... The reactants are COC=1N=CC(=NC1)C(C)=O (1-(5-methoxypyrazin-2-yl)ethanone), [Br-].[Br-].[Br-].C(CCC)[N+](CCCC)(CCCC)CCCC.C(CCC)[N+](CCCC)(CCCC)CCCC.C(CCC)[N+](CCCC)(CCCC)CCCC (tetrabutylammonium tribromide), S(=S)(=O)([O-])[O-].[Na+].[Na+] (sodium thiosulfate). The solvent is C(Cl)(Cl)Cl (chloroform), C(Cl)(Cl)Cl (chloroform). The product is BrCC(=O)C1=NC=C(N=C1)OC (2-Bromo-1-(5-methoxypyrazin-2-yl)ethanone). Yield: 9.1%. Reaction SMILES: [CH3:1][O:2][C:3]1[N:4]=[CH:5][C:6]([C:9](=[O:11])[CH3:10])=[N:7][CH:8]=1.[Br-:12].[Br-].[Br-].C([N+](CCCC)(CCCC)CCCC)CCC.C([N+](CCCC)(CCCC)CCCC)CCC.C([N+](CCCC)(CCCC)CCCC)CCC.S([O-])([O-])(=O)=S.[Na+].[Na+]>C(Cl)(Cl)Cl>[Br:12][CH2:10][C:9]([C:6]1[CH:5]=[N:4][C:3]([O:2][CH3:1])=[CH:8][N:7]=1)=[O:11] |f:1.2.3.4.5.6,7.8.9|. Reported procedure: To a chloroform (7.0 mL) solution of 1-(5-methoxypyrazin-2-yl)ethanone (0.35 g), tetrabutylammonium tribromide (1.2 g) was added, and the resultant was heated to reflux for 1 hour. After standing to cool to room temperature, the reaction solution was diluted with chloroform, and a 10% aqueous sodium thiosulfate solution was added to the dilution, followed by extraction with chloroform. An organic layer was separated using a phase separator, and the solvent was distilled off under reduced pressur... The reactants are Cc1ccc(-c2cccc(C=CC(=O)Nc3ccc(CCl)cc3)c2)cc1, CN(C)C=O, O, OC1CCCNC1. Product: Cc1ccc(-c2cccc(C=CC(=O)Nc3ccc(CN4CCCC(O)C4)cc3)c2)cc1. RXN SMILES: [Cl:1][CH2:2][c:3]1[cH:4][cH:5][c:6]([NH:9][C:10]([CH:11]=[CH:12][c:13]2[cH:14][c:15](-[c:19]3[cH:20][cH:21][c:22]([CH3:25])[cH:23][cH:24]3)[cH:16][cH:17][cH:18]2)=[O:26])[cH:7][cH:8]1.[O:35]=[CH:36][N:37]([CH3:38])[CH3:39].[OH2:34].[OH:27][CH:28]1[CH2:29][NH:30][CH2:31][CH2:32][CH2:33]1>>[CH2:2]([c:3]1[cH:4][cH:5][c:6]([NH:9][C:10]([CH:11]=[CH:12][c:13]2[cH:14][c:15](-[c:19]3[cH:20][cH:21][c:22]([CH3:25])[cH:23][cH:24]3)[cH:16][cH:17][cH:18]2)=[O:26])[cH:7][cH:8]1)[N:30]1[CH2:29][CH:28]([OH:27])[CH2:33][CH2:32][CH2:31]1. The solvent is C(=O)(C(F)(F)F)O (CF3COOH). Run at time 3 hour. Procedure details: 2-(Boc-amino)-N-{1-[1-(4-chlorophenyl)cyclobutyl]-3-methylbutyl}-3-methylvaleramide (Example 2) was dissolved in CF3COOH. This solution was stirred at room temperature for 3 hours, and then evaporated under vacuum to remove CF3COOH. The produced white solid was collected, dissolved in anhydrous ethyl ether, and washed repeatedly with saturated sodium bicarbonate until pH of the eluate was neutral. This solution of ethyl ether was then washed with saturated sodium chloride for 2-3 times, dried ov... Yields the product NC(C(=O)NC(CC(C)C)C1(CCC1)C1=CC=C(C=C1)Cl)C(CC)C (2-amino-N-{1-[1-(4-chlorophenyl)cyclobutyl]-3-methylbutyl}-3-methylvaleramide). The reactants are C(=O)(OC(C)(C)C)NC(C(=O)NC(CC(C)C)C1(CCC1)C1=CC=C(C=C1)Cl)C(CC)C (2-(Boc-amino)-N-{1-[1-(4-chlorophenyl)cyclobutyl]-3-methylbutyl}-3-methylvaleramide). Reaction SMILES: C([NH:8][CH:9]([CH:29]([CH3:32])[CH2:30][CH3:31])[C:10]([NH:12][CH:13]([C:18]1([C:22]2[CH:27]=[CH:26][C:25]([Cl:28])=[CH:24][CH:23]=2)[CH2:21][CH2:20][CH2:19]1)[CH2:14][CH:15]([CH3:17])[CH3:16])=[O:11])(OC(C)(C)C)=O>C(O)(C(F)(F)F)=O>[NH2:8][CH:9]([CH:29]([CH3:32])[CH2:30][CH3:31])[C:10]([NH:12][CH:13]([C:18]1([C:22]2[CH:23]=[CH:24][C:25]([Cl:28])=[CH:26][CH:27]=2)[CH2:21][CH2:20][CH2:19]1)[CH2:14][CH:15]([CH3:17])[CH3:16])=[O:11]. Reaction SMILES: [OH:1][C:2]1[CH:7]=[C:6]([C:8]2[CH:13]=[CH:12][C:11]([C:14]([O:16][CH2:17][CH3:18])=[O:15])=[CH:10][CH:9]=2)[O:5][C:4](=[O:19])[CH:3]=1.[CH2:20](O)C.[CH2:23]1[CH2:27][CH:26]([SH:28])[CH2:25][CH2:24]1.N1[CH2:34][CH2:33][CH2:32][CH2:31]C1>C(O)(=O)C>[CH2:17]([O:16][C:14](=[O:15])[C:11]1[CH:10]=[CH:9][C:8]([C:6]2[O:5][C:4](=[O:19])[C:3]([CH:31]([S:28][CH:26]3[CH2:27][CH2:23][CH2:24][CH2:25]3)[CH2:32][CH:33]([CH3:34])[CH3:20])=[C:2]([OH:1])[CH:7]=2)=[CH:13][CH:12]=1)[CH3:18]. Yields the product C(C)OC(C1=CC=C(C=C1)C=1OC(C(=C(C1)O)C(CC(C)C)SC1CCCC1)=O)=O (4-[5-(1-Cyclopentylthio-3-methylbutyl)-4-hydroxy-6-oxo-6H-pyran-2-yl]benzoic acid ethyl ester). The reactants are OC1=CC(OC(=C1)C1=CC=C(C=C1)C(=O)OCC)=O (4-hydroxy-6-(4'-carbethoxyphenyl)-2H-pyran-2-one), N1CCCCC1 (piperidine), C(C)O (ethanol), C1CCC(C1)S (cyclopentylthiol). Procedure: The title compound was prepared by Method C using 4-hydroxy-6-(4'-carbethoxyphenyl)-2H-pyran-2-one (1.50 g, 5.77 mmol), ethanol (15 mL), isovalaraldehyde (0.497 g, 5.77 mmol), cyclopentylthiol (1.18 g, 11.54 mmol), piperidine (1.0 mL), acetic acid (1.0 mL). m.p. 174-176° C; 1H NMR (400 MHz, DMSO-d6) δ1.05-0.72 (m, 10H), 1.81-1.14(m, 7H), 2.13-1.81(m, 3H), 3.04 (t, 1H), 4.22 (m, 1H), 4.36 (q, 2H), 6.8 (s, 1H), 7.90 (d, 1H), 7.97 (q, 1H), 8.15 (m, 2H). Solvent: C(C)(=O)O (acetic acid). The product is COc1ccc(COC(=O)C#CC(=O)c2ccc3c(c2)OCO3)cc1. Reaction SMILES: [CH2:33]([Cl:34])[Cl:35].[Na+:26].[Na+:27].[O-:28][S:29](=[O:30])(=[O:31])[O-:32].[OH:1][CH:2]([C:3]#[C:4][C:5](=[O:6])[O:7][CH2:8][c:9]1[cH:10][cH:11][c:12]([O:15][CH3:16])[cH:13][cH:14]1)[c:17]1[cH:18][c:19]2[c:20]([cH:21][cH:22]1)[O:23][CH2:24][O:25]2>>[O:1]=[C:2]([C:3]#[C:4][C:5](=[O:6])[O:7][CH2:8][c:9]1[cH:10][cH:11][c:12]([O:15][CH3:16])[cH:13][cH:14]1)[c:17]1[cH:18][c:19]2[c:20]([cH:21][cH:22]1)[O:23][CH2:24][O:25]2. Reactants: ClCCl, [Na+], [Na+], O=S(=O)([O-])[O-], COc1ccc(COC(=O)C#CC(O)c2ccc3c(c2)OCO3)cc1.